Task: describe an organic reaction: reactants, conditions, products, and yield. Dataset: the Open Reaction Database (ORD), a public repository of structured organic reaction records Reactants: NC1=C(C=CC=C1)NC1=NC(=C2N=C(N(C2=N1)C)CN1CCC(CC1)C(C)(C)O)N1CCOCC1 (2-(1-((2-(2-aminophenylamino)-9-methyl-6-morpholino-9H-purin-8-yl)methyl)piperidin-4-yl)propan-2-ol), COC(OC)(OC)OC (tetramethylorthocarbonate). The solvent is C(C)(=O)O (acetic acid). Yields the product COC1=NC2=C(N1C1=NC(=C3N=C(N(C3=N1)C)CN1CCC(CC1)C(C)(C)O)N1CCOCC1)C=CC=C2 (2-(1-((2-(2-methoxy-1H-benzo[d]imidazol-1-yl)-9-methyl-6-morpholino-9H-purin-8-yl)methyl)piperidin-4-yl)propan-2-ol). Reaction SMILES: [NH2:1][C:2]1[CH:7]=[CH:6][CH:5]=[CH:4][C:3]=1[NH:8][C:9]1[N:17]=[C:16]2[C:12]([N:13]=[C:14]([CH2:19][N:20]3[CH2:25][CH2:24][CH:23]([C:26]([OH:29])([CH3:28])[CH3:27])[CH2:22][CH2:21]3)[N:15]2[CH3:18])=[C:11]([N:30]2[CH2:35][CH2:34][O:33][CH2:32][CH2:31]2)[N:10]=1.[CH3:36][O:37][C:38](OC)(OC)OC>C(O)(=O)C>[CH3:36][O:37][C:38]1[N:8]([C:9]2[N:17]=[C:16]3[C:12]([N:13]=[C:14]([CH2:19][N:20]4[CH2:21][CH2:22][CH:23]([C:26]([OH:29])([CH3:28])[CH3:27])[CH2:24][CH2:25]4)[N:15]3[CH3:18])=[C:11]([N:30]3[CH2:31][CH2:32][O:33][CH2:34][CH2:35]3)[N:10]=2)[C:3]2[CH:4]=[CH:5][CH:6]=[CH:7][C:2]=2[N:1]=1. Procedure: Following the procedures for 179, 2-(1-((2-(2-aminophenylamino)-9-methyl-6-morpholino-9H-purin-8-yl)methyl)piperidin-4-yl)propan-2-ol, tetramethylorthocarbonate and acetic acid were reacted to give 166. LCMS: M+H+=521.3. 1H-NMR (400 MHz, DMSO-d6): δ 7.83 (m, 1H), 7.48 (m, 1H), 7.18 (m, 2H), 4.23 (s, br, 4H), 4.15 (s, 3H), 4.02 (s, 1H), 3.80 (s, 3H), 3.76 (m, 4H), 3.72 (s, 2H), 2.87 (m, 2H), 1.99 (m, 2H), 1.65 (m, 2H), 1.20 (m, 3H), 1.02 (s, 6H) The reactants are O (water), ice, C(C)NC(=O)NC=1SC2=C(N1)C=C(C=C2C2=NC=CC=C2)C=2C=NC(=NC2)N2CCC(CC2)(C(=O)OCC)C (ethyl 1-[5-[2-(ethylcarbamoylamino)-7-(2-pyridyl)-1,3-benzothiazol-5-yl]pyrimidin-2-yl]-4-methyl-piperidine-4-carboxylate), CC(C)([O-])C.[K+] (potassium tert-butoxide). Solvent: CS(=O)C (DMSO). Run at time 2 hour. Yields the product C(C)NC(=O)NC=1SC2=C(N1)C=C(C=C2C2=NC=CC=C2)C=2C=NC(=NC2)N2CCC(CC2)(C(=O)O)C (1-[5-[2-(Ethylcarbamoylamino)-7-(2-pyridyl)-1,3-benzothiazol-5-yl]pyrimidin-2-yl]-4-methyl-piperidine-4-carboxylic acid). Isolated yield 64.4%. As a reaction SMILES: [CH2:1]([NH:3][C:4]([NH:6][C:7]1[S:8][C:9]2[C:15]([C:16]3[CH:21]=[CH:20][CH:19]=[CH:18][N:17]=3)=[CH:14][C:13]([C:22]3[CH:23]=[N:24][C:25]([N:28]4[CH2:33][CH2:32][C:31]([CH3:39])([C:34]([O:36]CC)=[O:35])[CH2:30][CH2:29]4)=[N:26][CH:27]=3)=[CH:12][C:10]=2[N:11]=1)=[O:5])[CH3:2].CC(C)([O-])C.[K+].O>CS(C)=O>[CH2:1]([NH:3][C:4]([NH:6][C:7]1[S:8][C:9]2[C:15]([C:16]3[CH:21]=[CH:20][CH:19]=[CH:18][N:17]=3)=[CH:14][C:13]([C:22]3[CH:27]=[N:26][C:25]([N:28]4[CH2:29][CH2:30][C:31]([CH3:39])([C:34]([OH:36])=[O:35])[CH2:32][CH2:33]4)=[N:24][CH:23]=3)=[CH:12][C:10]=2[N:11]=1)=[O:5])[CH3:2] |f:1.2|. Reported procedure: To an ice-cold solution of ethyl 1-[5-[2-(ethylcarbamoylamino)-7-(2-pyridyl)-1,3-benzothiazol-5-yl]pyrimidin-2-yl]-4-methyl-piperidine-4-carboxylate (0.18 g, 0.33 mmol) in DMSO (2 mL) was added potassium tert-butoxide (0.184 g, 1.65 mmol) and the mixture stirred at rt for 2 h. After completion of reaction (by TLC), water (10 mL) was added followed by extraction with EtOAc (2×50 mL). The organic layer was discarded and the pH of the aqueous layer was adjusted up to 4-5 then extracted with hot EtO... The reactants are C1(=CC=CC=C1)O (Phenol), BrC(C)C1(OCC(CO1)(C)C)C1=CC2=CC=C(C(=C2C=C1)Br)OC (2-(1-bromoethyl)-2-(5-bromo-6-methoxy-2-naphthyl)-5,5-dimethyl-1,3-dioxane), [N+](=O)([O-])C1=CC=CC=C1 (nitrobenzene), Br (HBr), C([O-])([O-])=O.[Na+].[Na+] (sodium carbonate). Run in C1(=CC=CC=C1)C (toluene). Run at time 2.5 hour. The product is BrC(C)C1(OCC(CO1)(C)C)C1=CC2=CC=C(C=C2C=C1)OC (2-(1-bromoethyl)-2-(6-methoxy-2-naphthyl)-5,5-dimethyl-1,3-dioxane). The yield is 75.0%. RXN SMILES: [Br:1][CH:2]([C:4]1([C:12]2[CH:21]=[CH:20][C:19]3[C:14](=[CH:15][CH:16]=[C:17]([O:23][CH3:24])[C:18]=3Br)[CH:13]=2)[O:9][CH2:8][C:7]([CH3:11])([CH3:10])[CH2:6][O:5]1)[CH3:3].[N+](C1C=CC=CC=1)([O-])=O.Br.C1(O)C=CC=CC=1.C(=O)([O-])[O-].[Na+].[Na+]>C1(C)C=CC=CC=1>[Br:1][CH:2]([C:4]1([C:12]2[CH:21]=[CH:20][C:19]3[C:14](=[CH:15][CH:16]=[C:17]([O:23][CH3:24])[CH:18]=3)[CH:13]=2)[O:5][CH2:6][C:7]([CH3:11])([CH3:10])[CH2:8][O:9]1)[CH3:3] |f:4.5.6|. Procedure: 2-(1-bromoethyl)-2-(5-bromo-6-methoxy-2-naphthyl)-5,5-dimethyl-1,3-dioxane (9.16 g, 10 mmol) is dissolved in toluene (40 ml) and nitrobenzene (2 g) saturated with HBr at room temperature. Phenol (11.28 g, 120 mmol) is added as solid; the mixture is stirred for 2.5 hours, then is poured in 30 minutes under stirring into a 10% aqueous sodium carbonate solution (150 ml), the organic layer is separated and the aqueous phase is extracted with toluene. The combined organic extracts are washed with wat... The reactants are [OH-].[Na+] (NaOH), Cl.CNCC(C(OC1=C(C=CC=C1)[N+](=O)[O-])C1=CC=CC=C1)O (N-methyl-2-hydroxy-3-phenyl-3-(2-nitro-phenoxy)-propylamine hydrochloride), ClCC(=O)Cl (chloroacetyl chloride). The solvent is C(Cl)Cl (CH2Cl2), C(Cl)Cl (CH2Cl2), O (water). Conditions: time 3 hour. Yields the product ClCC(=O)N(C)CC(C(OC1=C(C=CC=C1)[N+](=O)[O-])C1=CC=CC=C1)O (N-chloroacetyl-N-methyl-3-phenyl-2-hydroxy-3-(2-nitro-phenoxy)-propylamine). The yield is 97.0%. As a reaction SMILES: Cl.[CH3:2][NH:3][CH2:4][CH:5]([OH:23])[CH:6]([C:17]1[CH:22]=[CH:21][CH:20]=[CH:19][CH:18]=1)[O:7][C:8]1[CH:13]=[CH:12][CH:11]=[CH:10][C:9]=1[N+:14]([O-:16])=[O:15].[OH-].[Na+].[Cl:26][CH2:27][C:28](Cl)=[O:29]>O.C(Cl)Cl>[Cl:26][CH2:27][C:28]([N:3]([CH2:4][CH:5]([OH:23])[CH:6]([C:17]1[CH:22]=[CH:21][CH:20]=[CH:19][CH:18]=1)[O:7][C:8]1[CH:13]=[CH:12][CH:11]=[CH:10][C:9]=1[N+:14]([O-:16])=[O:15])[CH3:2])=[O:29] |f:0.1,2.3|. Procedure: To 55 g of N-methyl-2-hydroxy-3-phenyl-3-(2-nitro-phenoxy)-propylamine hydrochloride dissolved in 770 ml of distilled water there was added at room temperature 185 ml of 2 N NaOH and 200 ml of CH2Cl2. At 0° C., slow dropwise addition was made to the mixture of 16.7 ml of chloroacetyl chloride dissolved in 350 ml of anhydrous CH2Cl2. The solution was stirred at room temperature for 3 hours. The organic phase was separated and washed with an aqueous solution of bicarbonate, then with a saturated s...